From a dataset of the Open Reaction Database (ORD), a public repository of structured organic reaction records. describe an organic reaction: reactants, conditions, products, and yield The reactants are C(C)(C)(C)NS(=O)(=O)C1=C(C=CC(=C1)NC=O)SCC (N-tert-butyl-2-ethylmercapto-5-formylaminobenzenesulfonamide). Run in FC(C(=O)O)(F)F (trifluoroacetic acid). The product is C(C)SC1=C(C=C(C=C1)NC=O)S(=O)(=O)N (2-Ethylmercapto-5-formylaminobenzenesulfonamide). As a reaction SMILES: C([NH:5][S:6]([C:9]1[CH:14]=[C:13]([NH:15][CH:16]=[O:17])[CH:12]=[CH:11][C:10]=1[S:18][CH2:19][CH3:20])(=[O:8])=[O:7])(C)(C)C>FC(F)(F)C(O)=O>[CH2:19]([S:18][C:10]1[CH:11]=[CH:12][C:13]([NH:15][CH:16]=[O:17])=[CH:14][C:9]=1[S:6]([NH2:5])(=[O:7])=[O:8])[CH3:20]. Reported procedure: 3.13 g of N-tert-butyl-2-ethylmercapto-5-formylaminobenzenesulfonamide are stirred in 20 ml of trifluoroacetic acid at room temperature. When the reaction has ended, volatile components are distilled off under a high vacuum. 3.20 g of a solid which has an adequate purity for further reactions are thus obtained; melting point: 127° C. The reactants are O (water), C(C)SC#N (ethyl thiocyanate), stannic chloride, O=C(C(CC1=CC=C(C(=O)OC)C=C1)C1=CC=CC=C1)CCCC (Methyl 4- (3 -oxo-2 -phenyl-heptyl) -benzoate), [OH-].[NH4+] (ammonium hydroxide). Solvent: P(=O)(Cl)(Cl)Cl (phosphorous oxychloride). Run at time 10 hour. The product is C(CCC)C=1N=C(C2=CC=CC=C2C1CC1=CC=C(C(=O)OC)C=C1)SCC (Methyl 4-[(3-butyl-1-ethylthio-4-isoquinolinyl)-methyl]-benzoate). As a reaction SMILES: [CH2:1]([S:3][C:4]#[N:5])[CH3:2].O=[C:7]([CH2:26][CH2:27][CH2:28][CH3:29])[CH:8]([C:20]1[CH:25]=[CH:24][CH:23]=[CH:22][CH:21]=1)[CH2:9][C:10]1[CH:19]=[CH:18][C:13]([C:14]([O:16][CH3:17])=[O:15])=[CH:12][CH:11]=1.O.[OH-].[NH4+]>P(Cl)(Cl)(Cl)=O>[CH2:26]([C:7]1[N:5]=[C:4]([S:3][CH2:1][CH3:2])[C:21]2[C:20]([C:8]=1[CH2:9][C:10]1[CH:11]=[CH:12][C:13]([C:14]([O:16][CH3:17])=[O:15])=[CH:18][CH:19]=1)=[CH:25][CH:24]=[CH:23][CH:22]=2)[CH2:27][CH2:28][CH3:29] |f:3.4|. Reported procedure: 0.4 ml of ethyl thiocyanate and 0.45 ml of stannic chloride were added to a solution of 1 g of methyl 4-(3-oxo-2-phenyl-heptyl) benzoate of Step C in 20 ml of phosphorous oxychloride and the mixture was stirred for 10 hours at reflux, then poured into ice-cooled water. The mixture was stirred for 15 minutes and alkalized with concentrated ammonium hydroxide. Extraction was carried out with ethyl acetate and the extracts were washed with water, dried and evaporated to dryness. The residue was chr... The reactants are C(C)(=O)OCC (ethyl acetate), CCN(C(C)C)C(C)C (DIPEA), CNCC1OCCO1 (2-methylaminomethyl-1,3 dioxolane), CC1=CC=C(C(=O)NC2=C(C=CC=3C(C4=CC=CC=C4C(C23)=O)=O)NC(CCl)=O)C=C1 (1-(4-methylbenzamido)-2-(chloroacetamido)-anthraquinone). Solvent: O1CCCC1 (tetrahydrofuran), CCCCCC (n-hexane), CCO (EtOH). Run at time 7.5 minute. Yields the product CC1=CC=C(C(=O)NC2=C(C=CC=3C(C4=CC=CC=C4C(C23)=O)=O)NC(CN(C)CC2OCCO2)=O)C=C1 (1-(4-methylbenzamido)-2-[2-[(1,3-dioxolan-2-ylmethyl)(methyl)amino]acetylamino]-anthraquinone). Yield: 43.0%. As a reaction SMILES: [CH3:1][C:2]1[CH:31]=[CH:30][C:5]([C:6]([NH:8][C:9]2[C:22]3[C:21](=[O:23])[C:20]4[C:15](=[CH:16][CH:17]=[CH:18][CH:19]=4)[C:14](=[O:24])[C:13]=3[CH:12]=[CH:11][C:10]=2[NH:25][C:26](=[O:29])[CH2:27]Cl)=[O:7])=[CH:4][CH:3]=1.CCN(C(C)C)C(C)C.[CH3:41][NH:42][CH2:43][CH:44]1[O:48][CH2:47][CH2:46][O:45]1.C(OCC)(=O)C>O1CCCC1.CCO.CCCCCC>[CH3:1][C:2]1[CH:31]=[CH:30][C:5]([C:6]([NH:8][C:9]2[C:22]3[C:21](=[O:23])[C:20]4[C:15](=[CH:16][CH:17]=[CH:18][CH:19]=4)[C:14](=[O:24])[C:13]=3[CH:12]=[CH:11][C:10]=2[NH:25][C:26](=[O:29])[CH2:27][N:42]([CH2:43][CH:44]2[O:48][CH2:47][CH2:46][O:45]2)[CH3:41])=[O:7])=[CH:4][CH:3]=1. Procedure: Compound CC-12 (0.86 g, 2 mmole) was dissolved in anhydrous tetrahydrofuran (30 ml), and to the solution was added successively with DIPEA (1 ml, 6 mmole) and 2-methylaminomethyl-1,3 dioxolane (0.91 ml, 8 mmole) under stirring for 5 to 10 minutes. This mixture was heated under reflux for 16 hours. After the completion of the reaction, the mixture was filtered, and the filtrate was concentrated by reduced pressure concentrator (such as Vacuum Evaporator). The residue was extracted with ethyl acet... Starting materials: CC(C)(C)OC(=O)N1CCC(COC(=O)C2CCC3CN2C(=O)N3O)CC1, O=S(=O)=O, c1ccncc1, c1ccncc1. Product: CC(C)(C)OC(=O)N1CCC(COC(=O)C2CCC3CN2C(=O)N3OS(=O)(=O)O)CC1. As a reaction SMILES: [C:1]([CH3:2])([CH3:3])([CH3:4])[O:5][C:6](=[O:7])[N:8]1[CH2:9][CH2:10][CH:11]([CH2:14][O:15][C:16](=[O:17])[CH:18]2[N:19]3[C:20](=[O:27])[N:21]([OH:26])[CH:22]([CH2:23][CH2:24]2)[CH2:25]3)[CH2:12][CH2:13]1.[S:28](=[O:29])(=[O:30])=[O:31].[cH:38]1[cH:39][cH:40][n:41][cH:42][cH:43]1.[n:32]1[cH:33][cH:34][cH:35][cH:36][cH:37]1>>[C:1]([CH3:2])([CH3:3])([CH3:4])[O:5][C:6](=[O:7])[N:8]1[CH2:9][CH2:10][CH:11]([CH2:14][O:15][C:16](=[O:17])[CH:18]2[N:19]3[C:20](=[O:27])[N:21]([O:26][S:28](=[O:29])(=[O:30])[OH:31])[CH:22]([CH2:23][CH2:24]2)[CH2:25]3)[CH2:12][CH2:13]1. The reactants are C1CCOC1, CC[O-], Nc1nc(-n2cncn2)c2nc(Cl)ccc2n1, [Na+]. Yields the product CCOc1nc(N)nc2ccc(Cl)nc12. Reaction SMILES: [CH2:22]1[O:23][CH2:24][CH2:25][CH2:26]1.[CH3:2][CH2:3][O-:4].[Cl:5][c:6]1[cH:7][cH:8][c:9]2[n:10][c:11]([NH2:21])[n:12][c:13](-[n:16]3[cH:17][n:18][cH:19][n:20]3)[c:14]2[n:15]1.[Na+:1]>>[CH3:2][CH2:3][O:4][c:13]1[n:12][c:11]([NH2:21])[n:10][c:9]2[cH:8][cH:7][c:6]([Cl:5])[n:15][c:14]21. Starting materials: C1OC=2C(=CC3=C(C=CC=4C5=CC=C(C(=C5C(N(C34)C)CCCCO[Si](C)(C)C(C)(C)C)OCC3=CC=CC=C3)OC)C2)O1 (2,3-(methylenedioxy)-5-methyl-6-[4-(t-butyldimethylsiloxy)butyl]-7-benzyloxy-8-methoxy-5,6-dihydrobenzo[c]phenanthridine). Reagents/catalysts: [O-2].[O-2].[Mn+4] (manganese dioxide). Run in C1(=CC=CC=C1)C (toluene), CO.C(Cl)Cl (methanol methylene chloride). Yields the product C1OC=2C(=CC3=C(C=CC4=C5C=CC(=C(C5=C(N=C34)CCCCO[Si](C)(C)C(C)(C)C)OCC3=CC=CC=C3)OC)C2)O1 (2,3-(methylenedioxy)-6-[4-(t-butyldimethylsiloxy)butyl]-7-benzyloxy-8-methoxy-benzo[c]phenanthridine). The yield is 70.2%. Reaction SMILES: [CH2:1]1[O:44][C:4]2=[CH:5][C:6]3[C:19]4[N:18](C)[CH:17]([CH2:21][CH2:22][CH2:23][CH2:24][O:25][Si:26]([C:29]([CH3:32])([CH3:31])[CH3:30])([CH3:28])[CH3:27])[C:16]5[C:11](=[CH:12][CH:13]=[C:14]([O:41][CH3:42])[C:15]=5[O:33][CH2:34][C:35]5[CH:40]=[CH:39][CH:38]=[CH:37][CH:36]=5)[C:10]=4[CH:9]=[CH:8][C:7]=3[CH:43]=[C:3]2[O:2]1>C1(C)C=CC=CC=1.CO.C(Cl)Cl.[O-2].[O-2].[Mn+4]>[CH2:1]1[O:44][C:4]2=[CH:5][C:6]3[C:19]4[C:10](=[C:11]5[C:16](=[C:17]([CH2:21][CH2:22][CH2:23][CH2:24][O:25][Si:26]([C:29]([CH3:31])([CH3:30])[CH3:32])([CH3:28])[CH3:27])[N:18]=4)[C:15]([O:33][CH2:34][C:35]4[CH:36]=[CH:37][CH:38]=[CH:39][CH:40]=4)=[C:14]([O:41][CH3:42])[CH:13]=[CH:12]5)[CH:9]=[CH:8][C:7]=3[CH:43]=[C:3]2[O:2]1 |f:2.3,4.5.6|. Reported procedure: After 2,3-(methylenedioxy)-5-methyl-6-[4-(t-butyldimethylsiloxy)butyl]-7-benzyloxy-8-methoxy-5,6-dihydrobenzo[c]phenanthridine (300 mg, 0.49 mmol) was dissolved in toluene (8 mL), activated manganese dioxide (1.5 g) was added to the solution. The mixture was heated to reflux for an hour. After cooling to room temperature, the reaction mixture was diluted with a 10% methanol-methylene chloride solution (12 mL) followed by filtration. The filtrate was concentrated in vacuo. The resulting residue w...